describe an organic reaction: reactants, conditions, products, and yield From a dataset of the Open Reaction Database (ORD), a public repository of structured organic reaction records. Reactants: CC(=O)[O-], O=C1C(NS(=O)(=O)c2cc3ncccc3s2)CCN1Cc1ccc2ccnc(Cl)c2c1, [NH4+], Oc1ccccc1. Product: Nc1nccc2ccc(CN3CCC(NS(=O)(=O)c4cc5ncccc5s4)C3=O)cc12. Reaction SMILES: [CH3:40][C:41](=[O:42])[O-:43].[Cl:1][c:2]1[n:3][cH:4][cH:5][c:6]2[cH:7][cH:8][c:9]([CH2:12][N:13]3[C:14](=[O:31])[CH:15]([NH:18][S:19](=[O:20])(=[O:21])[c:22]4[cH:23][c:24]5[n:25][cH:26][cH:27][cH:28][c:29]5[s:30]4)[CH2:16][CH2:17]3)[cH:10][c:11]12.[NH4+:39].[OH:32][c:33]1[cH:34][cH:35][cH:36][cH:37][cH:38]1>>[c:2]1([NH2:39])[n:3][cH:4][cH:5][c:6]2[cH:7][cH:8][c:9]([CH2:12][N:13]3[C:14](=[O:31])[CH:15]([NH:18][S:19](=[O:20])(=[O:21])[c:22]4[cH:23][c:24]5[n:25][cH:26][cH:27][cH:28][c:29]5[s:30]4)[CH2:16][CH2:17]3)[cH:10][c:11]12. The reactants are O=C1NC2=C(CCN1C1CCN(CC1)C(=O)O[C@@H](C(=O)N1CCN(CC1)C1CCN(CC1)C(=O)OC(C)(C)C)CC1=CC(=C(C=C1)Cl)Cl)C=CC=C2 ((R)-1-(3,4-dichloro-benzyl)-2-[4-(1-tert-butoxycarbonyl-piperidin-4-yl)-piperazin-1-yl]-2-oxo-ethyl 4-(2-oxo-1,2,4,5-tetrahydro-1,3-benzodiazepin-3-yl)-piperidine-1-carboxylate). RXN SMILES: [O:1]=[C:2]1[N:8]([CH:9]2[CH2:14][CH2:13][N:12]([C:15]([O:17][C@H:18]([CH2:40][C:41]3[CH:46]=[CH:45][C:44]([Cl:47])=[C:43]([Cl:48])[CH:42]=3)[C:19]([N:21]3[CH2:26][CH2:25][N:24]([CH:27]4[CH2:32][CH2:31][N:30](C(OC(C)(C)C)=O)[CH2:29][CH2:28]4)[CH2:23][CH2:22]3)=[O:20])=[O:16])[CH2:11][CH2:10]2)[CH2:7][CH2:6][C:5]2[CH:49]=[CH:50][CH:51]=[CH:52][C:4]=2[NH:3]1>Cl>[O:1]=[C:2]1[N:8]([CH:9]2[CH2:14][CH2:13][N:12]([C:15]([O:17][C@H:18]([CH2:40][C:41]3[CH:46]=[CH:45][C:44]([Cl:47])=[C:43]([Cl:48])[CH:42]=3)[C:19](=[O:20])[N:21]3[CH2:26][CH2:25][N:24]([CH:27]4[CH2:28][CH2:29][NH:30][CH2:31][CH2:32]4)[CH2:23][CH2:22]3)=[O:16])[CH2:11][CH2:10]2)[CH2:7][CH2:6][C:5]2[CH:49]=[CH:50][CH:51]=[CH:52][C:4]=2[NH:3]1. Yields the product O=C1NC2=C(CCN1C1CCN(CC1)C(=O)O[C@@H](C(N1CCN(CC1)C1CCNCC1)=O)CC1=CC(=C(C=C1)Cl)Cl)C=CC=C2 ((R)-1-(3,4-dichloro-benzyl)-2-oxo-2-(4-piperidin-4-yl-piperazin-1-yl)-ethyl 4-(2-oxo-1,2,4,5-tetrahydro-1,3-benzodiazepin-3-yl)-piperidine-1-carboxylate). The solvent is Cl (HCl). Reported procedure: A solution of 30 mg (0.04 mmol) of (R)-1-(3,4-dichloro-benzyl)-2-[4-(1-tert-butoxycarbonyl-piperidin-4-yl)-piperazin-1-yl]-2-oxo-ethyl 4-(2-oxo-1,2,4,5-tetrahydro-1,3-benzodiazepin-3-yl)-piperidine-1-carboxylate (Example 25) in 5 mL 4 M HCl was stirred overnight at RT. The reaction mixture was lyophilised, and the product was obtained as the HCl salt. Starting materials: OC=1C=C(C=O)C=CC1OC (3-hydroxy-4-methoxybenzaldehyde), C(#C)[Mg]Cl (ethynylmagnesium chloride). The solvent is C1CCOC1 (THF). The product is OC(C#C)C1=CC(=C(C=C1)OC)O (3-Hydroxy-3-(3-hydroxy-4-methoxyphenyl)-1-propyne). Reaction SMILES: [OH:1][C:2]1[CH:3]=[C:4]([CH:7]=[CH:8][C:9]=1[O:10][CH3:11])[CH:5]=[O:6].[C:12]([Mg]Cl)#[CH:13]>C1COCC1>[OH:6][CH:5]([C:4]1[CH:7]=[CH:8][C:9]([O:10][CH3:11])=[C:2]([OH:1])[CH:3]=1)[C:12]#[CH:13]. Procedure: 3-Hydroxy-3-(3-hydroxy-4-methoxyphenyl)-1-propyne was prepared according to Method B above from 3-hydroxy-4-methoxybenzaldehyde (0.304 g, 2 mmol) (Aldrich) in THF (20 mL) and ethynylmagnesium chloride (5 mmol, 10 mL, 0.5M solution in tetrahydrofuran) (Aldrich). (Yield 273 mg, 77%). Reactants: ClC=1C=C(C(=O)O)C=C(C1OC)C#N (3-chloro-5-cyano-4-methoxybenzoic acid), C1(=CC=CC=C1)C (toluene), S(=O)(Cl)Cl (thionyl chloride). Run in CN(C=O)C (N,N-dimethylformamide). Reaction conditions: temperature 60 celsius, time 16 hour. The product is ClC=1C=C(C(=O)Cl)C=C(C1OC)C#N (3-chloro-5-cyano-4-methoxybenzoyl chloride). Reaction SMILES: [Cl:1][C:2]1[CH:3]=[C:4]([CH:8]=[C:9]([C:13]#[N:14])[C:10]=1[O:11][CH3:12])[C:5](O)=[O:6].C1(C)C=CC=CC=1.S(Cl)([Cl:24])=O>CN(C)C=O>[Cl:1][C:2]1[CH:3]=[C:4]([CH:8]=[C:9]([C:13]#[N:14])[C:10]=1[O:11][CH3:12])[C:5]([Cl:24])=[O:6]. Reported procedure: To 3-chloro-5-cyano-4-methoxybenzoic acid (932 mg), toluene (9.3 mL), N,N-dimethylformamide (0.03 mL) and thionyl chloride (0.38 mL) were added, and the mixture was stirred at 60° C. for 16 hours. The solvent was distilled off under reduced pressure and then azeotroped with toluene to obtain the title compound (993 mg) as a brown solid.